From a dataset of the Open Reaction Database (ORD), a public repository of structured organic reaction records. describe an organic reaction: reactants, conditions, products, and yield Starting materials: O1CCC(CC1)O (tetrahydro-2H-pyran-4-ol), [H-].[Na+] (sodium hydride), ClC=1N=C(C2=C(N1)N(C=C2I)COCC[Si](C)(C)C)Cl (2,4-dichloro-5-iodo-7-((2-(trimethylsilyl)ethoxy)methyl)-7H-pyrrolo[2,3-d]pyrimidine). Solvent: C1CCOC1 (THF), C1CCOC1 (THF). Run at temperature 0 celsius, time 1 hour. Product: ClC=1N=C(C2=C(N1)N(C=C2I)COCC[Si](C)(C)C)OC2CCOCC2 (2-Chloro-5-iodo-4-((tetrahydro-2H-pyran-4-yl)oxy)-7-((2-(trimethylsilyl)ethoxy)methyl)-7H-pyrrolo[2,3-d]pyrimidine). Isolated yield 84.0%. As a reaction SMILES: [H-].[Na+].[O:3]1[CH2:8][CH2:7][CH:6]([OH:9])[CH2:5][CH2:4]1.[Cl:10][C:11]1[N:12]=[C:13](Cl)[C:14]2[C:19]([I:20])=[CH:18][N:17]([CH2:21][O:22][CH2:23][CH2:24][Si:25]([CH3:28])([CH3:27])[CH3:26])[C:15]=2[N:16]=1>C1COCC1>[Cl:10][C:11]1[N:12]=[C:13]([O:9][CH:6]2[CH2:7][CH2:8][O:3][CH2:4][CH2:5]2)[C:14]2[C:19]([I:20])=[CH:18][N:17]([CH2:21][O:22][CH2:23][CH2:24][Si:25]([CH3:28])([CH3:27])[CH3:26])[C:15]=2[N:16]=1 |f:0.1|. Procedure: To a suspension of sodium hydride (1 equiv) in dry THF (0.42 M) under nitrogen atmosphere was added tetrahydro-2H-pyran-4-ol (1 equiv) at 0° C. The reaction mixture was stirred at room temperature for 30 min before a solution of 2,4-dichloro-5-iodo-7-((2-(trimethylsilyl)ethoxy)methyl)-7H-pyrrolo[2,3-d]pyrimidine (0.67 equiv) in dry THF (0.75 M) was added at 0° C. The mixture was stirred at 0° C. for 1 h. The reaction was monitored by thin layer chromatography. Upon completion, the reaction mixtu... Reactants: COc1ccc(CBr)c(Cl)c1, Cn1c(=O)oc2ccc(C(=O)Cl)cc21, COCCOC, [Na+], O=C([O-])O, [Zn], c1ccc(P(c2ccccc2)(c2ccccc2)[Pd](P(c2ccccc2)(c2ccccc2)c2ccccc2)(P(c2ccccc2)(c2ccccc2)c2ccccc2)P(c2ccccc2)(c2ccccc2)c2ccccc2)cc1. Product: COc1ccc(CC(=O)c2ccc3oc(=O)n(C)c3c2)c(Cl)c1. RXN SMILES: [Br:15][CH2:16][c:17]1[c:18]([Cl:25])[cH:19][c:20]([O:23][CH3:24])[cH:21][cH:22]1.[CH3:1][n:2]1[c:3](=[O:14])[o:4][c:5]2[c:6]1[cH:7][c:8]([C:11](=[O:12])[Cl:13])[cH:9][cH:10]2.[CH3:31][O:32][CH2:33][CH2:34][O:35][CH3:36].[Na+:30].[O-:26][C:27]([OH:28])=[O:29].[Zn:37].[cH:38]1[cH:39][cH:40][c:41]([P:42]([Pd:43]([P:44]([c:45]2[cH:46][cH:47][cH:48][cH:49][cH:50]2)([c:51]2[cH:52][cH:53][cH:54][cH:55][cH:56]2)[c:57]2[cH:58][cH:59][cH:60][cH:61][cH:62]2)([P:63]([c:64]2[cH:65][cH:66][cH:67][cH:68][cH:69]2)([c:70]2[cH:71][cH:72][cH:73][cH:74][cH:75]2)[c:76]2[cH:77][cH:78][cH:79][cH:80][cH:81]2)[P:82]([c:83]2[cH:84][cH:85][cH:86][cH:87][cH:88]2)([c:89]2[cH:90][cH:91][cH:92][cH:93][cH:94]2)[c:95]2[cH:96][cH:97][cH:98][cH:99][cH:100]2)([c:101]2[cH:102][cH:103][cH:104][cH:105][cH:106]2)[c:107]2[cH:108][cH:109][cH:110][cH:111][cH:112]2)[cH:113][cH:114]1>>[CH3:1][n:2]1[c:3](=[O:14])[o:4][c:5]2[c:6]1[cH:7][c:8]([C:11](=[O:12])[CH2:16][c:17]1[c:18]([Cl:25])[cH:19][c:20]([O:23][CH3:24])[cH:21][cH:22]1)[cH:9][cH:10]2. The reactants are C(=O)NC=1SC=C(N1)C(C(=O)NC1[C@@H]2N(C(=C(CS2)C(CCO)SC2=NN=NN2)C(=O)O)C1=O)=NOCSC (7-[2-(2-Formamidothiazol-4-yl)-2-methylthiomethoxyiminoacetamido]-3-[1-(2-hydroxyethyl)-1H tetrazol-5-ylthiomethyl]-3-cephem-4-carboxylic acid), Cl (hydrochloric acid). Yields the product NC=1SC=C(N1)C(C(=O)NC1[C@@H]2N(C(=C(CS2)C(CCO)SC2=NN=NN2)C(=O)O)C1=O)=NOCSC (7-[2-(2-aminothiazol-4-yl)-2-methylthiomethoxyiminoacetamido]-3-[1-(2-hydroxyethyl)-1H-tetrazol-5-ylthiomethyl]-3-cephem-4-carboxylic acid). Yield: 75.4%. As a reaction SMILES: C([NH:3][C:4]1[S:5][CH:6]=[C:7]([C:9](=[N:35][O:36][CH2:37][S:38][CH3:39])[C:10]([NH:12][CH:13]2[C:33](=[O:34])[N:15]3[C:16]([C:30]([OH:32])=[O:31])=[C:17]([CH:20]([S:24][C:25]4[NH:29][N:28]=[N:27][N:26]=4)[CH2:21][CH2:22][OH:23])[CH2:18][S:19][C@H:14]23)=[O:11])[N:8]=1)=O.Cl>>[NH2:3][C:4]1[S:5][CH:6]=[C:7]([C:9](=[N:35][O:36][CH2:37][S:38][CH3:39])[C:10]([NH:12][CH:13]2[C:33](=[O:34])[N:15]3[C:16]([C:30]([OH:32])=[O:31])=[C:17]([CH:20]([S:24][C:25]4[NH:29][N:28]=[N:27][N:26]=4)[CH2:21][CH2:22][OH:23])[CH2:18][S:19][C@H:14]23)=[O:11])[N:8]=1. Procedure: 7-[2-(2-Formamidothiazol-4-yl)-2-methylthiomethoxyiminoacetamido]-3-[1-(2-hydroxyethyl)-1H tetrazol-5-ylthiomethyl]-3-cephem-4-carboxylic acid (syn isomer, 2.5 g) was treated with conc. hydrochloric acid (0.88 g) in a similar manner to that of Example 1-(2) to give 7-[2-(2-aminothiazol-4-yl)-2-methylthiomethoxyiminoacetamido]-3-[1-(2-hydroxyethyl)-1H-tetrazol-5-ylthiomethyl]-3-cephem-4-carboxylic acid (syn isomer, 1.8 g).